Dataset: the Open Reaction Database (ORD), a public repository of structured organic reaction records. Task: describe an organic reaction: reactants, conditions, products, and yield Starting materials: ClC1=C(C(=NC2=CC=C(C=C12)C(O)C1=CN=C(N1C)C)CC)CC1=CC=C(C=C1)C(F)(F)F ((4-chloro-2-ethyl-3-(4-(trifluoromethyl)benzyl)quinolin-6-yl)(1,2-dimethyl-1H-imidazol-5-yl)methanol), Intermediate 25, ClCCl (Dichloromethane). Reagents/catalysts: [O-2].[O-2].[Mn+4] (manganese dioxide). The solvent is O1CCOCC1 (dioxane). Conditions: temperature 23 celsius, time 2 hour. Product: ClC1=C(C(=NC2=CC=C(C=C12)C(=O)C1=CN=C(N1C)C)CC)CC1=CC=C(C=C1)C(F)(F)F ((4-Chloro-2-ethyl-3-(4-(trifluoromethyl)benzyl)quinolin-6-yl)(1,2-dimethyl-1H-imidazol-5-yl)methanone). As a reaction SMILES: [Cl:1][C:2]1[C:11]2[C:6](=[CH:7][CH:8]=[C:9]([CH:12]([C:14]3[N:18]([CH3:19])[C:17]([CH3:20])=[N:16][CH:15]=3)[OH:13])[CH:10]=2)[N:5]=[C:4]([CH2:21][CH3:22])[C:3]=1[CH2:23][C:24]1[CH:29]=[CH:28][C:27]([C:30]([F:33])([F:32])[F:31])=[CH:26][CH:25]=1.ClCCl>O1CCOCC1.[O-2].[O-2].[Mn+4]>[Cl:1][C:2]1[C:11]2[C:6](=[CH:7][CH:8]=[C:9]([C:12]([C:14]3[N:18]([CH3:19])[C:17]([CH3:20])=[N:16][CH:15]=3)=[O:13])[CH:10]=2)[N:5]=[C:4]([CH2:21][CH3:22])[C:3]=1[CH2:23][C:24]1[CH:25]=[CH:26][C:27]([C:30]([F:32])([F:31])[F:33])=[CH:28][CH:29]=1 |f:3.4.5|. Reported procedure: A mixture containing (4-chloro-2-ethyl-3-(4-(trifluoromethyl)benzyl)quinolin-6-yl)(1,2-dimethyl-1H-imidazol-5-yl)methanol (325 mg, 0.601 mmol, Intermediate 25: step a) and manganese dioxide (308 mg, 3.01 mmol) in dioxane (3 mL) was heated to 100° C. After 2 hours, the mixture was cooled to 23° C. Dichloromethane (20 mL) was added and the mixture was filtered through Celite®, rinsing with dichloromethane. Silica gel (5 g) was added to the filtrate and the solvent was removed by rotary evaporation... Starting materials: C(=O)(OC)COC1=CC=C(C=C1)CC(C)N1CC(OCC1)C=1N=C(SC1)Cl (N-[2-(4-carbomethoxymethoxyphenyl)-1-methylethyl]-2-(2-chloro-thiazol-4-yl)morpholine), B.O1CCCC1 (borane tetrahydrofuran). Product: OCCOC1=CC=C(C=C1)CC(C)N1CC(OCC1)C=1N=C(SC1)Cl (N-[2-(4-(2-Hydroxyethoxy)phenyl)-1-methylethyl]-2-(2-chloro-thiazol-4-yl)morpholine). Reaction SMILES: [C:1]([CH2:5][O:6][C:7]1[CH:12]=[CH:11][C:10]([CH2:13][CH:14]([N:16]2[CH2:21][CH2:20][O:19][CH:18]([C:22]3[N:23]=[C:24]([Cl:27])[S:25][CH:26]=3)[CH2:17]2)[CH3:15])=[CH:9][CH:8]=1)(OC)=[O:2].B.O1CCCC1>>[OH:2][CH2:1][CH2:5][O:6][C:7]1[CH:12]=[CH:11][C:10]([CH2:13][CH:14]([N:16]2[CH2:21][CH2:20][O:19][CH:18]([C:22]3[N:23]=[C:24]([Cl:27])[S:25][CH:26]=3)[CH2:17]2)[CH3:15])=[CH:9][CH:8]=1 |f:1.2|. Reported procedure: Prepared by analogy to Example 71 by reaction of N-[2-(4-carbomethoxymethoxyphenyl)-1-methylethyl]-2-(2-chloro-thiazol-4-yl)morpholine with borane/tetrahydrofuran complex (1 molar solution in tetrahydrofuran) for 60 hours.